Task: describe an organic reaction: reactants, conditions, products, and yield. Dataset: the Open Reaction Database (ORD), a public repository of structured organic reaction records Starting materials: FC1(CCC2(C(CCC2=O)=O)CC1)F (8,8-difluoro-1,4-dioxospiro-[4,5-]decane), FC1(CCC2(C(CCC2=O)=O)CC1)F (8,8-difluoro-1,4-dioxospiro[4.5]decane), CC(=O)C (acetone). The solvent is Cl (HCl). The product is FC1(CCC(CC1)=O)F (4,4-difluoro cyclohexanone). Reaction SMILES: [F:1][C:2]1([F:14])[CH2:13][CH2:12][C:5]2(C(=O)CCC2=O)[CH2:4][CH2:3]1.CC(C)=[O:17]>Cl>[F:1][C:2]1([F:14])[CH2:13][CH2:12][C:5](=[O:17])[CH2:4][CH2:3]1. Procedure: The product of Step A, 8,8-difluoro-1,4-dioxospiro[4.5]decane was dissolved in acetone (90 ml) and 3N HCl (900 ml), and stirred until the reaction finished. Then, the reaction mixture was extracted with DCM, washed with brine, dried over MgSO4, filtered, and concentrated in vacuo. The obtained residue was used in the next reaction without further purification. The reactants are ClC1=CC=C(C(C(=O)O)=C1)O (5-chlorosalicylic acid), FC1=C(C=C(N)C=C1)C(F)(F)F (4-fluoro-3-(trifluoromethyl)aniline), raw materials. Product: ClC=1C=CC(=C(C(=O)NC2=CC(=C(C=C2)F)C(F)(F)F)C1)O (5-Chloro-N-[4-fluoro-3-(trifluoromethyl)phenyl]-2-hydroxybenzamide). Yield: 72.1%. RXN SMILES: [Cl:1][C:2]1[CH:10]=[C:6]([C:7]([OH:9])=O)[C:5]([OH:11])=[CH:4][CH:3]=1.[F:12][C:13]1[CH:19]=[CH:18][C:16]([NH2:17])=[CH:15][C:14]=1[C:20]([F:23])([F:22])[F:21]>>[Cl:1][C:2]1[CH:3]=[CH:4][C:5]([OH:11])=[C:6]([CH:10]=1)[C:7]([NH:17][C:16]1[CH:18]=[CH:19][C:13]([F:12])=[C:14]([C:20]([F:23])([F:21])[F:22])[CH:15]=1)=[O:9]. Procedure: Using 5-chlorosalicylic acid and 4-fluoro-3-(trifluoromethyl)aniline as the raw materials, the same operation as the example 16 gave the title compound. Reactants: C(C=C)OC(=O)N1[C@@H](C[C@@H](C1)SC1=C(N2C([C@@H]([C@H]2[C@H]1C)[C@@H](C)O)=O)C(=O)OCC=C)CCCN1C=NC=C1 (allyl (4R,5S,6S)-3-[(2R,4S)-1-allyloxycarbonyl-2-{3-(imidazol-1-yl)propyl}pyrrolidin-4yl]thio-6-[(1R)-1-hydroxyethyl]-4-methyl-7-oxo-1-azabicyclo[3.2.0]hept-2-ene-2-carboxylate), CI (methyl iodide). Solvent: CC(=O)C (acetone). Conditions: time 8 hour. Yields the product [I-].C(C=C)OC(=O)N1[C@@H](C[C@@H](C1)SC1=C(N2C([C@@H]([C@H]2[C@H]1C)[C@@H](C)O)=O)C(=O)OCC=C)CCC[N+]1=CN(C=C1)C (allyl (4R,5S,6S)-3-[(2R,4S)-1-allyloxycarbonyl-2-{3-(3-methyl-1-imidazolio) propyl}pyrrolidin-4-yl]thio-6-[(1R)-1-hydroxyethyl]-4-methyl-7-oxo-1-azabicyclo[3.2.0]hept-2-ene-2-carboxylate iodide). As a reaction SMILES: [CH2:1]([O:4][C:5]([N:7]1[CH2:11][C@@H:10]([S:12][C:13]2[C@H:19]([CH3:20])[C@H:18]3[N:15]([C:16](=[O:24])[C@@H:17]3[C@H:21]([OH:23])[CH3:22])[C:14]=2[C:25]([O:27][CH2:28][CH:29]=[CH2:30])=[O:26])[CH2:9][C@H:8]1[CH2:31][CH2:32][CH2:33][N:34]1[CH:38]=[CH:37][N:36]=[CH:35]1)=[O:6])[CH:2]=[CH2:3].[CH3:39][I:40]>CC(C)=O>[I-:40].[CH2:1]([O:4][C:5]([N:7]1[CH2:11][C@@H:10]([S:12][C:13]2[C@H:19]([CH3:20])[C@H:18]3[N:15]([C:16](=[O:24])[C@@H:17]3[C@H:21]([OH:23])[CH3:22])[C:14]=2[C:25]([O:27][CH2:28][CH:29]=[CH2:30])=[O:26])[CH2:9][C@H:8]1[CH2:31][CH2:32][CH2:33][N+:34]1[CH:38]=[CH:37][N:36]([CH3:39])[CH:35]=1)=[O:6])[CH:2]=[CH2:3] |f:3.4|. Procedure: To a solution of allyl (4R,5S,6S)-3-[(2R,4S)-1-allyloxycarbonyl-2-{3-(imidazol-1-yl)propyl}pyrrolidin-4yl]thio-6-[(1R)-1-hydroxyethyl]-4-methyl-7-oxo-1-azabicyclo[3.2.0]hept-2-ene-2-carboxylate (4.00 g) in acetone (20 ml) was added methyl iodide (4.57 ml) at room temperature and the solution was allowed to stand overnight. The solvent was evaporated to give allyl (4R,5S,6S)-3-[(2R,4S)-1-allyloxycarbonyl-2-{3-(3-methyl-1-imidazolio) propyl}pyrrolidin-4-yl]thio-6-[(1R)-1-hydroxyethyl]-4-methyl-7-o... Starting materials: O1C=C(C=C1)C(=S)NC=1NC2=C(N1)C=CC=C2 (2-(3-furylthiocarbonylamino)-benzimidazole), BrBr (bromine). The solvent is C(Cl)(Cl)Cl (chloroform). Run at time 1 hour. The product is O1C=C(C=C1)C1=NC2=NC3=C(N2S1)C=CC=C3 (2-(3-furyl)-1,2,4-thiadiazolo-[2,3-a]-benzimidazole). RXN SMILES: [O:1]1[CH:5]=[CH:4][C:3]([C:6]([NH:8][C:9]2[NH:10][C:11]3[CH:17]=[CH:16][CH:15]=[CH:14][C:12]=3[N:13]=2)=[S:7])=[CH:2]1.BrBr>C(Cl)(Cl)Cl>[O:1]1[CH:5]=[CH:4][C:3]([C:6]2[S:7][N:10]3[C:9](=[N:13][C:12]4[CH:14]=[CH:15][CH:16]=[CH:17][C:11]=43)[N:8]=2)=[CH:2]1. Procedure: To 4.8 g. of 2-(3-furylthiocarbonylamino)-benzimidazole [(IV), R = 3-furyl] in 200 ml. of chloroform at 20°-30°C. (room temperature) is added 1.1 ml. of bromine. After 1 hour, the reaction mixture is filtered and the residue (the hydrobromide salt) is treated with 500 ml. of chloroform and 50 ml. of aqueous ammonia. The chloroform layer is separated, dried over magnesium sulfate, and concentrated. The product is recrystallized from methanol-chloroform to yield 2-(3-furyl)-1,2,4-thiadiazolo-[2,3-... Starting materials: NC1=CC=CC=C1 (aniline), NC(=O)N (urea), C12CN(CC(CC1)O2)C2=C1C(=NC(=N2)C2=CC=C(C=C2)NC(=O)NCC)N(N=C1)C1CCN(CC1)C(=O)OCC (ethyl 4-(4-(8-oxa-3-azabicyclo[3.2.1]octan-3-yl)-6-(4-(3-ethylureido)phenyl)-1H-pyrazolo[3,4-d]pyrimidin-1-yl)piperidine-1-carboxylate), NC1=CC=C(CCO)C=C1 (4-aminophenethyl alcohol). The product is C12CN(CC(CC1)O2)C2=C1C(=NC(=N2)C2=CC=C(C=C2)NC(=O)NC2=CC=C(C=C2)CCO)N(N=C1)C1CCN(CC1)C(=O)OC (methyl 4-(4-(8-oxa-3-azabicyclo[3.2.1]octan-3-yl)-6-(4-(3-(4-(2-hydroxyethyl)phenyl)ureido)phenyl)-1H-pyrazolo[3,4-d]pyrimidin-1-yl)piperidine-1-carboxylate). As a reaction SMILES: NC(N)=O.[CH:5]12[O:12][CH:9]([CH2:10][CH2:11]1)[CH2:8][N:7]([C:13]1[N:18]=[C:17]([C:19]3[CH:24]=[CH:23][C:22]([NH:25][C:26](NCC)=[O:27])=[CH:21][CH:20]=3)[N:16]=[C:15]3[N:31]([CH:34]4[CH2:39][CH2:38][N:37]([C:40]([O:42][CH2:43]C)=[O:41])[CH2:36][CH2:35]4)[N:32]=[CH:33][C:14]=13)[CH2:6]2.[NH2:45][C:46]1[CH:54]=[CH:53][C:49]([CH2:50][CH2:51][OH:52])=[CH:48][CH:47]=1.NC1C=CC=CC=1>>[CH:9]12[O:12][CH:5]([CH2:11][CH2:10]1)[CH2:6][N:7]([C:13]1[N:18]=[C:17]([C:19]3[CH:24]=[CH:23][C:22]([NH:25][C:26]([NH:45][C:46]4[CH:54]=[CH:53][C:49]([CH2:50][CH2:51][OH:52])=[CH:48][CH:47]=4)=[O:27])=[CH:21][CH:20]=3)[N:16]=[C:15]3[N:31]([CH:34]4[CH2:39][CH2:38][N:37]([C:40]([O:42][CH3:43])=[O:41])[CH2:36][CH2:35]4)[N:32]=[CH:33][C:14]=13)[CH2:8]2. Reported procedure: A urea formation procedure similar to that used for the synthesis of ethyl 4-(4-(8-oxa-3-azabicyclo[3.2.1]octan-3-yl)-6-(4-(3-ethylureido)phenyl)-1H-pyrazolo[3,4-d]pyrimidin-1-yl)piperidine-1-carboxylate is used, utilizing 4-aminophenethyl alcohol as the aniline component. (43%, MS=627.3 (M+H)) The reactants are C1(OCC2=C3C(C=CC=C13)=CC=C2)O (1,3-Dihydrobenzo[de]isochromen-1-ol), Zn(II)iodide, C(=O)(O)[O-].[Na+] (NaHCO3), C[Si](C)(C)C#N (Trimethylsilyl cyanide). Run in C(C)#N (acetonitrile). Run at temperature 0 celsius, time 10 minute. The product is C1(OCC2=C3C(C=CC=C13)=CC=C2)C#N (1,3-dihydrobenzo[de]isochromene-1-carbonitrile). Reaction SMILES: [CH:1]1(O)[C:10]2[C:5]3[C:6](=[CH:11][CH:12]=[CH:13][C:4]=3[CH2:3][O:2]1)[CH:7]=[CH:8][CH:9]=2.C[Si]([C:19]#[N:20])(C)C.C([O-])(O)=O.[Na+]>C(#N)C>[CH:1]1([C:19]#[N:20])[C:10]2[C:5]3[C:6](=[CH:11][CH:12]=[CH:13][C:4]=3[CH2:3][O:2]1)[CH:7]=[CH:8][CH:9]=2 |f:2.3|. Reported procedure: To a solution of 1,3-Dihydrobenzo[de]isochromen-1-ol (100 mg) in acetonitrile (3 mL) at 0° C. was added Zn(II)iodide (86 mg) and suspension was stirred at 0° C. for 10 minutes. Trimethylsilyl cyanide (672 μL) was added and the reaction mixture was stirred at room temperature overnight. Solution of saturated NaHCO3 (10 mL) was added and the mixture was extracted with ethyl acetate (2×15 mL). Combined organic phases were washed with brine and dried with Na2SO4. Evaporation of solvents afforded 110...